From a dataset of the Open Reaction Database (ORD), a public repository of structured organic reaction records. describe an organic reaction: reactants, conditions, products, and yield Reactants: FC(OC1=C(C=CC=C1)S(=O)(=O)N=C=O)F (2-difluoromethoxyphenylsulfonyl isocyanate), NC1=NC(=CC(=N1)OC(F)F)C (2-amino-4-difluoromethoxy-6-methyl-pyrimidine). Run in O1CCOCC1 (dioxane). Run at time 2 hour. The product is FC(OC1=C(C=CC=C1)S(=O)(=O)NC(=O)NC1=NC(=CC(=N1)OC(F)F)C)F (N-(2-difluoromethoxyphenyl-sulfonyl)-N'-(4-difluoromethoxy-6-methyl-pyrimidin-2-yl)-urea). The yield is 94.3%. RXN SMILES: [F:1][CH:2]([F:16])[O:3][C:4]1[CH:9]=[CH:8][CH:7]=[CH:6][C:5]=1[S:10]([N:13]=[C:14]=[O:15])(=[O:12])=[O:11].[NH2:17][C:18]1[N:23]=[C:22]([O:24][CH:25]([F:27])[F:26])[CH:21]=[C:20]([CH3:28])[N:19]=1>O1CCOCC1>[F:16][CH:2]([F:1])[O:3][C:4]1[CH:9]=[CH:8][CH:7]=[CH:6][C:5]=1[S:10]([NH:13][C:14]([NH:17][C:18]1[N:23]=[C:22]([O:24][CH:25]([F:27])[F:26])[CH:21]=[C:20]([CH3:28])[N:19]=1)=[O:15])(=[O:12])=[O:11]. Reported procedure: A mixture of 2.5 g of 2-difluoromethoxyphenylsulfonyl isocyanate, 1.75 g of 2-amino-4-difluoromethoxy-6-methyl-pyrimidine and 30 ml of absolute dioxane is stirred at a temperature of 70°-75° C. for 2 hours. The solution is evaporated and the residue is crystallised from ether to give 4.0 g of N-(2-difluoromethoxyphenyl-sulfonyl)-N'-(4-difluoromethoxy-6-methyl-pyrimidin-2-yl)-urea of melting point 163°-164° C.